Task: describe an organic reaction: reactants, conditions, products, and yield. Dataset: the Open Reaction Database (ORD), a public repository of structured organic reaction records Starting materials: C1=CCCCC1, O=C(Nc1n[nH]c2ccc(Cc3cc(F)cc(F)c3)cc12)c1ccc([N+](=O)[O-])cc1N(C(=O)C(F)(F)F)C1CCOCC1, C1COCCO1. The product is Nc1ccc(C(=O)Nc2n[nH]c3ccc(Cc4cc(F)cc(F)c4)cc23)c(N(C(=O)C(F)(F)F)C2CCOCC2)c1. As a reaction SMILES: [CH2:44]1[CH2:45][CH:46]=[CH:47][CH2:48][CH2:49]1.[F:1][c:2]1[cH:3][c:4]([CH2:5][c:6]2[cH:7][c:8]3[c:9]([NH:15][C:16]([c:17]4[c:18]([N:26]([C:27]([C:28]([F:29])([F:30])[F:31])=[O:32])[CH:33]5[CH2:34][CH2:35][O:36][CH2:37][CH2:38]5)[cH:19][c:20]([N+:23]([O-:24])=[O:25])[cH:21][cH:22]4)=[O:39])[n:10][nH:11][c:12]3[cH:13][cH:14]2)[cH:40][c:41]([F:43])[cH:42]1.[O:50]1[CH2:51][CH2:52][O:53][CH2:54][CH2:55]1>>[F:1][c:2]1[cH:3][c:4]([CH2:5][c:6]2[cH:7][c:8]3[c:9]([NH:15][C:16]([c:17]4[c:18]([N:26]([C:27]([C:28]([F:29])([F:30])[F:31])=[O:32])[CH:33]5[CH2:34][CH2:35][O:36][CH2:37][CH2:38]5)[cH:19][c:20]([NH2:23])[cH:21][cH:22]4)=[O:39])[n:10][nH:11][c:12]3[cH:13][cH:14]2)[cH:40][c:41]([F:43])[cH:42]1. The reactants are C(C)(C)(C)C1=CC=C(C=C1)S(=O)(=O)NC1=C(C(=NC(=N1)N1CCN(CC1)C1=CC=CC=C1)OCCC(=O)O)OC1=C(C=CC=C1)OC (3-[6-(4-t-butylphenylsulfonylamino)-5-(2-methoxyphenoxy)-2-(4-phenylpiperazinyl)-4-pyrimidinyloxy]propionic acid), C(C)(C)C1=C(N)C=CC=C1 (2-isopropylaniline). Product: C(C)(C)C1=C(C=CC=C1)NC(CCOC1=NC(=NC(=C1OC1=C(C=CC=C1)OC)NS(=O)(=O)C1=CC=C(C=C1)C(C)(C)C)N1CCN(CC1)C1=CC=CC=C1)=O (N-(2-isopropylphenyl)-3-[6-(4-t-butylphenylsulfonylamino)-5-(2-methoxyphenoxy)-2-(4-phenyl-piperazinyl)-4-pyrimidinyloxy]-propionamide). RXN SMILES: [C:1]([C:5]1[CH:10]=[CH:9][C:8]([S:11]([NH:14][C:15]2[N:20]=[C:19]([N:21]3[CH2:26][CH2:25][N:24]([C:27]4[CH:32]=[CH:31][CH:30]=[CH:29][CH:28]=4)[CH2:23][CH2:22]3)[N:18]=[C:17]([O:33][CH2:34][CH2:35][C:36]([OH:38])=O)[C:16]=2[O:39][C:40]2[CH:45]=[CH:44][CH:43]=[CH:42][C:41]=2[O:46][CH3:47])(=[O:13])=[O:12])=[CH:7][CH:6]=1)([CH3:4])([CH3:3])[CH3:2].[CH:48]([C:51]1[CH:57]=[CH:56][CH:55]=[CH:54][C:52]=1[NH2:53])([CH3:50])[CH3:49]>>[CH:48]([C:51]1[CH:57]=[CH:56][CH:55]=[CH:54][C:52]=1[NH:53][C:36](=[O:38])[CH2:35][CH2:34][O:33][C:17]1[C:16]([O:39][C:40]2[CH:45]=[CH:44][CH:43]=[CH:42][C:41]=2[O:46][CH3:47])=[C:15]([NH:14][S:11]([C:8]2[CH:7]=[CH:6][C:5]([C:1]([CH3:2])([CH3:4])[CH3:3])=[CH:10][CH:9]=2)(=[O:13])=[O:12])[N:20]=[C:19]([N:21]2[CH2:26][CH2:25][N:24]([C:27]3[CH:32]=[CH:31][CH:30]=[CH:29][CH:28]=3)[CH2:23][CH2:22]2)[N:18]=1)([CH3:50])[CH3:49]. Procedure details: The procedure described in Example 2 was repeated by use of 3-[6-(4-t-butylphenylsulfonylamino)-5-(2-methoxyphenoxy)-2-(4-phenylpiperazinyl)-4-pyrimidinyloxy]propionic acid and 2-isopropylaniline, to thereby obtain the title compound as a pale yellow oil. Yields the product COc1ccc(-c2cc(=S)c3ccc(OCCCN4CCOCC4)cc3o2)cc1. The reactants are COc1ccc(-c2cc(=O)c3ccc(OCCCN4CCOCC4)cc3o2)cc1, COc1ccc(P2(=S)SP(=S)(c3ccc(OC)cc3)S2)cc1, Cc1ccccc1. RXN SMILES: [CH3:1][O:2][c:3]1[cH:4][cH:5][c:6](-[c:9]2[o:10][c:11]3[cH:12][c:13]([O:20][CH2:21][CH2:22][CH2:23][N:24]4[CH2:25][CH2:26][O:27][CH2:28][CH2:29]4)[cH:14][cH:15][c:16]3[c:17](=[O:19])[cH:18]2)[cH:7][cH:8]1.[CH3:30][O:31][c:32]1[cH:33][cH:34][c:35]([P:36]2(=[S:39])[S:37][P:38]([c:40]3[cH:41][cH:42][c:43]([O:44][CH3:45])[cH:46][cH:47]3)(=[S:48])[S:49]2)[cH:50][cH:51]1.[CH3:52][c:53]1[cH:54][cH:55][cH:56][cH:57][cH:58]1>>[CH3:1][O:2][c:3]1[cH:4][cH:5][c:6](-[c:9]2[o:10][c:11]3[cH:12][c:13]([O:20][CH2:21][CH2:22][CH2:23][N:24]4[CH2:25][CH2:26][O:27][CH2:28][CH2:29]4)[cH:14][cH:15][c:16]3[c:17](=[S:39])[cH:18]2)[cH:7][cH:8]1. Starting materials: C([O-])(O)=O.[Na+] (sodium bicarbonate), C1=C(C=CC2=CC=CC=C12)C(=O)CCCCCCCO (7-(2-Naphthoyl)-1-heptanol), P(Br)(Br)Br (phosphorous tribromide). The solvent is CCOCC (ether), CCOCC (ether). Reaction conditions: time 6 hour. Product: BrCCCCCCCC(=O)C1=CC2=CC=CC=C2C=C1 (1-Bromo-7-[(2-naphthoyl)]heptane). The yield is 69.8%. Reaction SMILES: [CH:1]1[C:10]2[C:5](=[CH:6][CH:7]=[CH:8][CH:9]=2)[CH:4]=[CH:3][C:2]=1[C:11]([CH2:13][CH2:14][CH2:15][CH2:16][CH2:17][CH2:18][CH2:19]O)=[O:12].P(Br)(Br)[Br:22].C(=O)(O)[O-].[Na+]>CCOCC>[Br:22][CH2:19][CH2:18][CH2:17][CH2:16][CH2:15][CH2:14][CH2:13][C:11]([C:2]1[CH:3]=[CH:4][C:5]2[C:10](=[CH:9][CH:8]=[CH:7][CH:6]=2)[CH:1]=1)=[O:12] |f:2.3|. Procedure: To a solution of 7-(2-naphthoyl)-1-heptanol 71 (175 mg, 0.606 mmol) in ether (5 mL) at 0° C. was added a solution of phosphorous tribromide (86 μL, 0.908 mmol) in ether (1 mL) dropwise and the reaction mixture was stirred at room temperature for 6 hours. Saturated sodium bicarbonate solution was added slowly and the mixture was extracted with ether (2×20 mL). The combined organic layers were washed with brine and dried (MgSO4). The solvents were removed in vacuo to give the title compound 72 (14... The reactants are ClC1=NC=C(C=C1)CCl (2-chloro-5-chloromethylpyridine), C1(C=2C(C(N1)=O)=CC=CC2)=O (phthalimide). Solvent: CN(C=O)C (dimethylformamide). Run at time 17 hour. Yields the product ClC1=NC=C(C=C1)CC1=C2C(NC(C2=CC=C1)=O)=O (((2-chloro-5-pyridinyl)methyl)isoindol-1,3-dione). Yield: 73.7%. Reaction SMILES: [Cl:1][C:2]1[CH:7]=[CH:6][C:5]([CH2:8]Cl)=[CH:4][N:3]=1.[C:10]1(=[O:20])[NH:14][C:13](=[O:15])[C:12]2=[CH:16][CH:17]=[CH:18][CH:19]=[C:11]12>CN(C)C=O>[Cl:1][C:2]1[CH:7]=[CH:6][C:5]([CH2:8][C:19]2[CH:18]=[CH:17][CH:16]=[C:12]3[C:11]=2[C:10](=[O:20])[NH:14][C:13]3=[O:15])=[CH:4][N:3]=1. Procedure: 2-chloro-5-chloromethylpyridine (5 g) was dissolved in dimethylformamide (60 ml) and to the solution was added phthalimide (6.29 g), followed by stirring at room temperature for 17 hours. The solvent of the reaction solution was removed under reduced pressure and the residue was extracted with water and dichloromethane to yield a white solid (6.2 g, 74%). Starting materials: OCCCCCCCCO, CN(C)CC(N)CC(=O)OCc1ccccc1, Cl, Cl, Fc1ccc(CBr)cc1, OCCCCCCCCOCc1ccc(F)cc1, O=C(O)CCCCCCCOCc1ccc(F)cc1. The product is CN(C)CC(CC(=O)OCc1ccccc1)NC(=O)CCCCCCCOCc1ccc(F)cc1. As a reaction SMILES: [CH2:1]([OH:2])[CH2:3][CH2:4][CH2:5][CH2:6][CH2:7][CH2:8][CH2:9][OH:10].[CH2:59]([c:60]1[cH:61][cH:62][cH:63][cH:64][cH:65]1)[O:66][C:67]([CH2:68][CH:69]([CH2:70][N:71]([CH3:72])[CH3:73])[NH2:74])=[O:75].[ClH:57].[ClH:58].[F:11][c:12]1[cH:13][cH:14][c:15]([CH2:16][Br:17])[cH:18][cH:19]1.[F:20][c:21]1[cH:22][cH:23][c:24]([CH2:25][O:26][CH2:27][CH2:28][CH2:29][CH2:30][CH2:31][CH2:32][CH2:33][CH2:34][OH:35])[cH:36][cH:37]1.[F:38][c:39]1[cH:40][cH:41][c:42]([CH2:43][O:44][CH2:45][CH2:46][CH2:47][CH2:48][CH2:49][CH2:50][CH2:51][C:52]([OH:53])=[O:54])[cH:55][cH:56]1>>[F:20][c:21]1[cH:22][cH:23][c:24]([CH2:25][O:26][CH2:27][CH2:28][CH2:29][CH2:30][CH2:31][CH2:32][CH2:33][C:34](=[O:35])[NH:74][CH:69]([CH2:68][C:67]([O:66][CH2:59][c:60]2[cH:61][cH:62][cH:63][cH:64][cH:65]2)=[O:75])[CH2:70][N:71]([CH3:72])[CH3:73])[cH:36][cH:37]1. Reactants: C(#N)CP(OCC)(OCC)=O (Diethyl cyanomethylphosphonate), [H-].[Na+] (sodium hydride), CC1=C(C=CC=C1)CCCN (3-(2-Methylphenyl)propylamine), CC1=C(C=O)C=CC=C1 (2-methylbenzaldehyde). Run in O1CCCC1 (tetrahydrofuran). Reaction conditions: time 30 minute. Yields the product CC1=C(C=CC=C1)C(C#N)=C (2-(2-methylphenyl)acrylonitrile). RXN SMILES: [CH3:1][C:2]1[CH:7]=[CH:6][CH:5]=[CH:4][C:3]=1[CH2:8][CH2:9]CN.[C:12](CP(=O)(OCC)OCC)#[N:13].[H-].[Na+].CC1C=CC=CC=1C=O>O1CCCC1>[CH3:1][C:2]1[CH:7]=[CH:6][CH:5]=[CH:4][C:3]=1[C:8](=[CH2:9])[C:12]#[N:13] |f:2.3|. Procedure: Procedure for the preparation of 3-(2-Methylphenyl)propylamine ##STR142## 3-(2-Methylphenyl)propylamine: Diethyl cyanomethylphosphonate (5.0 ml, 30.9 mmol) was added to a stirring suspension of sodium hydride (60% oily suspension, 1.24 g, 31 mmol) in tetrahydrofuran (50 ml) under argon. After 30 min, 2-methylbenzaldehyde (3.6 ml, 31.1 mmol) was added and stirring continued for 1 h. The reaction was quenched by the addition of water and extracted with dichloromethane followed by drying and evapor... Starting materials: O=C1CCC(=O)N1Br, ClC(Cl)(Cl)Cl, COC(=O)C=Cc1cc(C)ccc1OC. Product: COC(=O)C=Cc1cc(CBr)ccc1OC. As a reaction SMILES: [Br:16][N:17]1[C:18](=[O:19])[CH2:20][CH2:21][C:22]1=[O:23].[C:24]([Cl:25])([Cl:26])([Cl:27])[Cl:28].[CH3:1][O:2][c:3]1[c:4]([CH:5]=[CH:6][C:7](=[O:8])[O:9][CH3:10])[cH:11][c:12]([CH3:15])[cH:13][cH:14]1>>[CH3:1][O:2][c:3]1[c:4]([CH:5]=[CH:6][C:7](=[O:8])[O:9][CH3:10])[cH:11][c:12]([CH2:15][Br:16])[cH:13][cH:14]1. Starting materials: CN(C)C=O, O=C1NCc2cccnc2N1c1cccc(Cl)c1, O=S(=O)([O-])OCF, [H-], [Na+], O. Product: CN1Cc2cccnc2N(c2cccc(Cl)c2)C1=O. As a reaction SMILES: [CH3:19][N:20]([CH3:21])[CH:22]=[O:23].[Cl:1][c:2]1[cH:3][c:4]([N:8]2[C:9](=[O:18])[NH:10][CH2:11][c:12]3[c:13]2[n:14][cH:15][cH:16][cH:17]3)[cH:5][cH:6][cH:7]1.[F:26][CH2:27][O:28][S:29]([O-:30])(=[O:31])=[O:32].[H-:24].[Na+:25].[OH2:33]>>[Cl:1][c:2]1[cH:3][c:4]([N:8]2[C:9](=[O:18])[N:10]([CH3:19])[CH2:11][c:12]3[c:13]2[n:14][cH:15][cH:16][cH:17]3)[cH:5][cH:6][cH:7]1. The reactants are O (water), C1=CC=CC=2C3=CC=CC=C3C(C12)C(=O)NCC(=O)N[C@@H](C(C)C)C(=O)NC1=C(C(=O)O)C(=CC=C1)C (2-[[[N-(9-fluorenylcarbonyl)glycyl]-L-valyl]amino]-6-methylbenzoic acid). The solvent is CN(C=O)C (N,N-dimethylformamide). Run at temperature 0 celsius, time 0.5 hour. Yields the product C1=CC=CC=2C3=CC=CC=C3C(C12)C(=O)NCC(=O)N[C@@H](C(C)C)C1=NC2=C(C(O1)=O)C(=CC=C2)C (2-[1(S)-[[N-(9-fluorenylcarbonyl)glycyl]amino]-2-methylpropyl]-5-methyl-4H-3,1-benzoxazin-4-one). The yield is 86.5%. As a reaction SMILES: O.[CH:2]1[C:14]2[CH:13]([C:15]([NH:17][CH2:18][C:19]([NH:21][C@H:22]([C:26]([NH:28][C:29]3[CH:37]=[CH:36][CH:35]=[C:34]([CH3:38])[C:30]=3[C:31]([OH:33])=O)=[O:27])[CH:23]([CH3:25])[CH3:24])=[O:20])=[O:16])[C:12]3[C:7](=[CH:8][CH:9]=[CH:10][CH:11]=3)[C:6]=2[CH:5]=[CH:4][CH:3]=1>CN(C)C=O>[CH:11]1[C:12]2[CH:13]([C:15]([NH:17][CH2:18][C:19]([NH:21][C@H:22]([C:26]3[O:27][C:31](=[O:33])[C:30]4[C:34]([CH3:38])=[CH:35][CH:36]=[CH:37][C:29]=4[N:28]=3)[CH:23]([CH3:24])[CH3:25])=[O:20])=[O:16])[C:14]3[C:6](=[CH:5][CH:4]=[CH:3][CH:2]=3)[C:7]=2[CH:8]=[CH:9][CH:10]=1. Procedure: 33 mg of water-soluble carbodiimide hydrochloride was added under ice-cooling to a solution of 72 mg of 2-[[[N-(9-fluorenylcarbonyl)glycyl]-L-valyl]amino]-6-methylbenzoic acid in 3 ml of N,N-dimethylformamide. The mixture was stirred at 0° C. for 0.5 hour and, then, at room temperature for 18 hours. The mixture was concentrated to give a residue which was purified by a silica gel column chromatography (eluting solution: methylene chlorideether) to afford 60 mg of 2-[1(S)-[[N-(9-fluorenylcarbonyl...